From a dataset of the Open Reaction Database (ORD), a public repository of structured organic reaction records. describe an organic reaction: reactants, conditions, products, and yield Starting materials: BrC=1C=C(C=C(C1)Cl)CC(=O)O ((3-bromo-5-chloro-phenyl)-acetic acid), Cl (HCl), CO (MeOH). Conditions: temperature 90 celsius, time 2 hour. The product is COC(CC1=CC(=CC(=C1)Cl)Br)=O ((3-Bromo-5-chloro-phenyl)-acetic acid methyl ester). As a reaction SMILES: [Br:1][C:2]1[CH:3]=[C:4]([CH2:9][C:10]([OH:12])=[O:11])[CH:5]=[C:6]([Cl:8])[CH:7]=1.Cl.[CH3:14]O>>[CH3:14][O:11][C:10](=[O:12])[CH2:9][C:4]1[CH:5]=[C:6]([Cl:8])[CH:7]=[C:2]([Br:1])[CH:3]=1. Procedure details: To a solution of (3-bromo-5-chloro-phenyl)-acetic acid (0.400 g, 1.60 mmol) in MeOH (15 mL) was added 4N aqueous HCl (2 mL), and the reaction was stirred at 90° C. for 2 hours. The mixture was concentrated and purified by silica gel chromatography (0-5% EtOAc in hexanes) to give the title compound. Starting materials: C (Darco), Cl (hydrochloric acid), O.[OH-].[Li+] (Lithium hydroxide monohydrate), FC1=C2CC[C@@H](CC2=CC(=C1)F)NC(C(F)(F)F)=O ((S)-5,7-difluoro-2-[(trifluoroacetyl)amino]-1,2,3,4-tetrahydronaphthalene). Solvent: O (water), CO (CH3OH), CO (methanol), CO (methanol), O (water). Conditions: time 60 hour. Yields the product Cl.FC1=C2CC[C@@H](CC2=CC(=C1)F)N ((S)-5,7-difluoro-1,2,3,4-tetrahydronaphthalen-2-ylamine hydrochloride). Reaction SMILES: O.[OH-].[Li+].[F:4][C:5]1[CH:14]=[C:13]([F:15])[CH:12]=[C:11]2[C:6]=1[CH2:7][CH2:8][C@H:9]([NH:16]C(=O)C(F)(F)F)[CH2:10]2.[ClH:23].C>CO.O>[ClH:23].[F:4][C:5]1[CH:14]=[C:13]([F:15])[CH:12]=[C:11]2[C:6]=1[CH2:7][CH2:8][C@H:9]([NH2:16])[CH2:10]2 |f:0.1.2,8.9|. Procedure: Lithium hydroxide monohydrate (7.8 g, 0.2 mol) was added to a solution of (S)-5,7-difluoro-2-[(trifluoroacetyl)amino]-1,2,3,4-tetrahydronaphthalene (20.8 g, 74.5 mmol) in 187 mL of methanol and 21 mL of water. The mixture was stirred at reflux for 30 minutes and diluted with 200 mL of methanol. The diluted mixture then was combined with 60 mL of water, 24.8 mL of concentrated hydrochloric acid and 4.2 g of activated carbon, Darco®. The mixture was stirred for 30 minutes and then filtered through...